describe an organic reaction: reactants, conditions, products, and yield From a dataset of the Open Reaction Database (ORD), a public repository of structured organic reaction records. Starting materials: CCO, CC[O-], CC(C)(C)c1cc(S)cc(C(C)(C)C)c1O, C1CCC2OC2C1, Cl, [Na+]. Yields the product CC(C)(C)c1cc(SC2CCCCC2O)cc(C(C)(C)C)c1O. RXN SMILES: [CH2:29]([OH:30])[CH3:31].[CH3:18][CH2:19][O-:20].[CH3:1][C:2]([CH3:3])([CH3:4])[c:5]1[c:6]([OH:16])[c:7]([C:12]([CH3:13])([CH3:14])[CH3:15])[cH:8][c:9]([SH:11])[cH:10]1.[CH:21]12[CH:22]([CH2:23][CH2:24][CH2:25][CH2:26]1)[O:27]2.[ClH:28].[Na+:17]>>[CH3:1][C:2]([CH3:3])([CH3:4])[c:5]1[c:6]([OH:16])[c:7]([C:12]([CH3:13])([CH3:14])[CH3:15])[cH:8][c:9]([S:11][CH:21]2[CH:22]([OH:27])[CH2:23][CH2:24][CH2:25][CH2:26]2)[cH:10]1. The reactants are O=C(OOC(=O)c1ccccc1)c1ccccc1, ClC(Cl)(Cl)Cl, Cc1cccc2cccnc12, O=C1CCC(=O)N1Br. Product: BrCc1cccc2cccnc12. RXN SMILES: [C:20]([O:21][O:22][C:23](=[O:24])[c:25]1[cH:26][cH:27][cH:28][cH:29][cH:30]1)(=[O:31])[c:32]1[cH:33][cH:34][cH:35][cH:36][cH:37]1.[C:38]([Cl:39])([Cl:40])([Cl:41])[Cl:42].[CH3:1][c:2]1[cH:3][cH:4][cH:5][c:6]2[cH:7][cH:8][cH:9][n:10][c:11]12.[O:12]=[C:13]1[N:14]([Br:19])[C:15](=[O:16])[CH2:17][CH2:18]1>>[CH2:1]([c:2]1[cH:3][cH:4][cH:5][c:6]2[cH:7][cH:8][cH:9][n:10][c:11]12)[Br:19]. The reactants are N1(N=NN=C1)C1=CC=C(OCC[C@H]2[C@H](C2)C2CCN(CC2)C#N)C=C1 (4-((1R,2S)-2-(2-(4-(1H-tetrazol-1-yl)phenoxy)ethyl)cyclopropyl)piperidine-1-carbonitrile), ONC(C(C)C)=N (N-hydroxyisobutyrimidamide). Reagents/catalysts: [Cl-].[Zn+2].[Cl-] (zinc chloride). The solvent is O1CCCC1 (tetrahydrofuran). Product: N1(N=NN=C1)C1=CC=C(OCC[C@H]2[C@H](C2)C2CCN(CC2)C2=NC(=NO2)C(C)C)C=C1 (5-(4-((1R,2S)-2-(2-(4-(1H-tetrazol-1-yl)phenoxy)ethyl)cyclopropyl)piperidin-1-yl)-3-isopropyl-1,2,4-oxadiazole). The yield is 38.3%. As a reaction SMILES: [N:1]1([C:6]2[CH:25]=[CH:24][C:9]([O:10][CH2:11][CH2:12][C@@H:13]3[CH2:15][C@@H:14]3[CH:16]3[CH2:21][CH2:20][N:19]([C:22]#[N:23])[CH2:18][CH2:17]3)=[CH:8][CH:7]=2)[CH:5]=[N:4][N:3]=[N:2]1.[OH:26][NH:27][C:28](=N)[CH:29]([CH3:31])[CH3:30]>O1CCCC1.[Cl-].[Zn+2].[Cl-]>[N:1]1([C:6]2[CH:7]=[CH:8][C:9]([O:10][CH2:11][CH2:12][C@@H:13]3[CH2:15][C@@H:14]3[CH:16]3[CH2:17][CH2:18][N:19]([C:22]4[O:26][N:27]=[C:28]([CH:29]([CH3:31])[CH3:30])[N:23]=4)[CH2:20][CH2:21]3)=[CH:24][CH:25]=2)[CH:5]=[N:4][N:3]=[N:2]1 |f:3.4.5|. Reported procedure: To a solution of 4-((1R,2S)-2-(2-(4-(1H-tetrazol-1-yl)phenoxy)ethyl)cyclopropyl)piperidine-1-carbonitrile (Step A, Example 83; 150 mg, 0.444 mmol) and N-hydroxyisobutyrimidamide (54 mg, 0.53 mmol) in tetrahydrofuran (5 mL) was added zinc chloride (1.1 mL, 0.5 M in tetrahydrofuran, 0.53 mmol). The mixture was refluxed for 2 h, cooled to RT, and concentrated to dryness under reduced pressure. The residue was dissolved in 2 mL of 4N HCl ethanol and water (1:1). The solution was refluxed for 1 hour,... The reactants are CC(C)(C)OC(=O)N(Cc1ccccc1)C1CCCc2ccc(O)cc2C1, COCCCl, CS(C)=O, [K+], [Na+], [OH-], O=C([O-])O. Product: COCCOc1ccc2c(c1)CC(N(Cc1ccccc1)C(=O)OC(C)(C)C)CCC2. As a reaction SMILES: [CH2:3]([c:4]1[cH:5][cH:6][cH:7][cH:8][cH:9]1)[N:10]([CH:11]1[CH2:12][c:13]2[c:14]([cH:18][cH:19][c:20]([OH:22])[cH:21]2)[CH2:15][CH2:16][CH2:17]1)[C:23](=[O:24])[O:25][C:26]([CH3:27])([CH3:28])[CH3:29].[CH3:30][O:31][CH2:32][CH2:33][Cl:34].[CH3:40][S:41]([CH3:42])=[O:43].[K+:2].[Na+:35].[OH-:1].[OH:36][C:37](=[O:38])[O-:39]>>[CH2:3]([c:4]1[cH:5][cH:6][cH:7][cH:8][cH:9]1)[N:10]([CH:11]1[CH2:12][c:13]2[c:14]([cH:18][cH:19][c:20]([O:22][CH2:33][CH2:32][O:31][CH3:30])[cH:21]2)[CH2:15][CH2:16][CH2:17]1)[C:23](=[O:24])[O:25][C:26]([CH3:27])([CH3:28])[CH3:29].